This data is from the Open Reaction Database (ORD), a public repository of structured organic reaction records. The task is: describe an organic reaction: reactants, conditions, products, and yield Starting materials: ClC1=CC=C(C=C1)CNC(=O)C=1C=NC2=C(C=C(C=C2C1O)I)F (N-[(4-Chlorophenyl)methyl]-8-fluoro-4-hydroxy-6-iodo-3-quinolinecarboxamide), CSCC#C (propargyl methyl sulfide), 5, CSCC#C (propargyl methyl sulfide). Reported procedure: A mixture of N-[(4-Chlorophenyl)methyl]-8-fluoro-4-hydroxy-6-iodo-3-quinolinecarboxamide from Example No. 5 (1.57 g), propargyl methyl sulfide (0.355 g, 4.12 mmol), copper iodide (0.125 g), and dichlorobis(triphenylphosphine)palladium (II) (0.462 g) in diethylamine (38 mL) are stirred at room temperature overnight. An additional 0.092 g of propargyl methyl sulfide is added, and the mixture is stirred another 5 h. The reaction mixture was then concentrated in vacuo, and the residue is suspended i... Product: ClC1=CC=C(C=C1)CNC(=O)C=1C=NC2=C(C=C(C=C2C1O)C#CCSC)F (N-[(4-Chlorophenyl)methyl]-8-fluoro-4-hydroxy-6-[3-(methylthio)-1-propynyl]-3-quinolinecarboxamide). Run in C(C)NCC (diethylamine). Reaction SMILES: [Cl:1][C:2]1[CH:7]=[CH:6][C:5]([CH2:8][NH:9][C:10]([C:12]2[CH:13]=[N:14][C:15]3[C:20]([C:21]=2[OH:22])=[CH:19][C:18](I)=[CH:17][C:16]=3[F:24])=[O:11])=[CH:4][CH:3]=1.[CH3:25][S:26][CH2:27][C:28]#[CH:29]>C(NCC)C.[Cu](I)I.Cl[Pd](Cl)([P](C1C=CC=CC=1)(C1C=CC=CC=1)C1C=CC=CC=1)[P](C1C=CC=CC=1)(C1C=CC=CC=1)C1C=CC=CC=1>[Cl:1][C:2]1[CH:7]=[CH:6][C:5]([CH2:8][NH:9][C:10]([C:12]2[CH:13]=[N:14][C:15]3[C:20]([C:21]=2[OH:22])=[CH:19][C:18]([C:29]#[C:28][CH2:27][S:26][CH3:25])=[CH:17][C:16]=3[F:24])=[O:11])=[CH:4][CH:3]=1 |^1:40,59|. The reagents and catalysts are [Cu](I)I (copper iodide), Cl[Pd]([P](C1=CC=CC=C1)(C2=CC=CC=C2)C3=CC=CC=C3)([P](C4=CC=CC=C4)(C5=CC=CC=C5)C6=CC=CC=C6)Cl (dichlorobis(triphenylphosphine)palladium). Run at time 5 hour.